This data is from the Open Reaction Database (ORD), a public repository of structured organic reaction records. The task is: describe an organic reaction: reactants, conditions, products, and yield The reactants are ClC=1C=NC=2N(C1)N=C(C2)C(=O)O (6-chloro-pyrazolo[1,5-a]pyrimidine-2-carboxylic acid), COC1=NC=CC=C1C1=C2CCNC(C2=CC=C1)C (5-(2-Methoxy-pyridin-3-yl)-1-methyl-1,2,3,4-tetrahydro-isoquinoline). Yields the product ClC=1C=NC=2N(C1)N=C(C2)C(=O)N2C(C1=CC=CC(=C1CC2)C=2C(=NC=CC2)OC)C ((6-Chloro-pyrazolo[1,5-a]pyrimidin-2-yl)-[5-(2-methoxy-pyridin-3-yl)-1-methyl-3,4-dihydro-1H-isoquinolin-2-yl]-methanone). Reaction SMILES: [Cl:1][C:2]1[CH:3]=[N:4][C:5]2[N:6]([N:8]=[C:9]([C:11]([OH:13])=O)[CH:10]=2)[CH:7]=1.[CH3:14][O:15][C:16]1[C:21]([C:22]2[CH:31]=[CH:30][CH:29]=[C:28]3[C:23]=2[CH2:24][CH2:25][NH:26][CH:27]3[CH3:32])=[CH:20][CH:19]=[CH:18][N:17]=1>>[Cl:1][C:2]1[CH:3]=[N:4][C:5]2[N:6]([N:8]=[C:9]([C:11]([N:26]3[CH2:25][CH2:24][C:23]4[C:28](=[CH:29][CH:30]=[CH:31][C:22]=4[C:21]4[C:16]([O:15][CH3:14])=[N:17][CH:18]=[CH:19][CH:20]=4)[CH:27]3[CH3:32])=[O:13])[CH:10]=2)[CH:7]=1. Reported procedure: In close analogy to the procedure described in Example 1, 6-chloro-pyrazolo[1,5-a]pyrimidine-2-carboxylic acid is reacted with 5-(2-Methoxy-pyridin-3-yl)-1-methyl-1,2,3,4-tetrahydro-isoquinoline to provide the title compound in moderate yield. The reactants are ClCCl, CC(C)(C)OC(=O)N1CC(c2ccc(-c3nc4ccc(C5(c6ccccc6)CC5)nc4s3)c(F)c2)CC1CO, O=C(O)C(F)(F)F. Product: OCC1CC(c2ccc(-c3nc4ccc(C5(c6ccccc6)CC5)nc4s3)c(F)c2)CN1. As a reaction SMILES: [Cl:47][CH2:48][Cl:49].[F:1][c:2]1[cH:3][c:4]([CH:26]2[CH2:27][CH:28]([CH2:38][OH:39])[N:29]([C:31]([O:32][C:33]([CH3:34])([CH3:35])[CH3:36])=[O:37])[CH2:30]2)[cH:5][cH:6][c:7]1-[c:8]1[s:9][c:10]2[n:11][c:12]([C:17]3([c:20]4[cH:21][cH:22][cH:23][cH:24][cH:25]4)[CH2:18][CH2:19]3)[cH:13][cH:14][c:15]2[n:16]1.[OH:40][C:41]([C:42]([F:43])([F:44])[F:45])=[O:46]>>[F:1][c:2]1[cH:3][c:4]([CH:26]2[CH2:27][CH:28]([CH2:38][OH:39])[NH:29][CH2:30]2)[cH:5][cH:6][c:7]1-[c:8]1[s:9][c:10]2[n:11][c:12]([C:17]3([c:20]4[cH:21][cH:22][cH:23][cH:24][cH:25]4)[CH2:18][CH2:19]3)[cH:13][cH:14][c:15]2[n:16]1. Yields the product NC(=O)N1CCCN(NC(=O)c2cc(OCc3ccccc3)c(OCc3ccccc3)cn2)C1=O. The reactants are CN(C)C=O, C(=NC1CCCCC1)=NC1CCCCC1, NC(=O)N1CCCN(N)C1=O, On1nnc2ccccc21, O=C(O)c1cc(OCc2ccccc2)c(OCc2ccccc2)cn1. RXN SMILES: [CH3:62][N:63]([CH3:64])[CH:65]=[O:66].[CH:12]1([N:13]=[C:14]=[N:15][CH:16]2[CH2:17][CH2:18][CH2:19][CH2:20][CH2:21]2)[CH2:22][CH2:23][CH2:24][CH2:25][CH2:26]1.[NH2:1][N:2]1[C:3](=[O:11])[N:4]([C:8](=[O:9])[NH2:10])[CH2:5][CH2:6][CH2:7]1.[OH:27][n:28]1[c:29]2[cH:30][cH:31][cH:32][cH:33][c:34]2[n:35][n:36]1.[c:37]1([CH2:43][O:44][c:45]2[cH:46][c:47]([C:59](=[O:60])[OH:61])[n:48][cH:49][c:50]2[O:51][CH2:52][c:53]2[cH:54][cH:55][cH:56][cH:57][cH:58]2)[cH:38][cH:39][cH:40][cH:41][cH:42]1>>[NH:1]([N:2]1[C:3](=[O:11])[N:4]([C:8](=[O:9])[NH2:10])[CH2:5][CH2:6][CH2:7]1)[C:59]([c:47]1[cH:46][c:45]([O:44][CH2:43][c:37]2[cH:38][cH:39][cH:40][cH:41][cH:42]2)[c:50]([O:51][CH2:52][c:53]2[cH:54][cH:55][cH:56][cH:57][cH:58]2)[cH:49][n:48]1)=[O:60]. The reactants are solution, Cl (hydrogen chloride), COC=1C=C(C=CC1)CCC1=C(OCCC2N(CCCC2)C)C=CC=C1 (2-(2-{2-[2-(3-methoxyphenyl)ethyl]phenoxy}ethyl)-1-methylpiperidine), C(C)(=O)OCC (ethyl acetate). The solvent is O1CCOCC1 (dioxane). The product is Cl.COC=1C=C(C=CC1)CCC1=C(OCCC2N(CCCC2)C)C=CC=C1 (2-(2-{2-[2-(3-Methoxyphenyl)ethyl]phenoxy}ethyl)-1-methylpiperidine hydrochloride). Isolated yield 69.0%. RXN SMILES: [ClH:1].[CH3:2][O:3][C:4]1[CH:5]=[C:6]([CH2:10][CH2:11][C:12]2[CH:27]=[CH:26][CH:25]=[CH:24][C:13]=2[O:14][CH2:15][CH2:16][CH:17]2[CH2:22][CH2:21][CH2:20][CH2:19][N:18]2[CH3:23])[CH:7]=[CH:8][CH:9]=1.C(OCC)(=O)C>O1CCOCC1>[ClH:1].[CH3:2][O:3][C:4]1[CH:5]=[C:6]([CH2:10][CH2:11][C:12]2[CH:27]=[CH:26][CH:25]=[CH:24][C:13]=2[O:14][CH2:15][CH2:16][CH:17]2[CH2:22][CH2:21][CH2:20][CH2:19][N:18]2[CH3:23])[CH:7]=[CH:8][CH:9]=1 |f:4.5|. Reported procedure: 1 ml of a 4N solution of hydrogen chloride in dioxane was added to a solution of 0.730 g of 2-(2-{2-[2-(3-methoxyphenyl)ethyl]phenoxy}ethyl)-1-methylpiperidine [prepared as described in step (a) above] in a suitable amount of ethyl acetate, and the resulting mixture was concentrated by distillation under reduced pressure. The resulting oily residue was dissolved in 15 ml of ethyl acetate, and the solution was allowed to stand at room temperature. The crystals which precipitated were collected by... Reactants: CC1(C)CC(=O)c2c(COc3cccc4[nH]c(C(=O)O)cc34)coc2C1, CC1CN(CCC2(O)CCC(N)CC2)CCC1O. Yields the product CC1CN(CCC2(O)CCC(NC(=O)c3cc4c(OCc5coc6c5C(=O)CC(C)(C)C6)cccc4[nH]3)CC2)CCC1O. RXN SMILES: [CH3:1][C:2]1([CH3:26])[CH2:3][c:4]2[c:5]([c:6]([CH2:9][O:10][c:11]3[c:12]4[cH:13][c:14]([C:20](=[O:21])[OH:22])[nH:15][c:16]4[cH:17][cH:18][cH:19]3)[cH:7][o:8]2)[C:23](=[O:25])[CH2:24]1.[NH2:27][CH:28]1[CH2:29][CH2:30][C:31]([OH:34])([CH2:35][CH2:36][N:37]2[CH2:38][CH:39]([CH3:44])[CH:40]([OH:43])[CH2:41][CH2:42]2)[CH2:32][CH2:33]1>>[CH3:1][C:2]1([CH3:26])[CH2:3][c:4]2[c:5]([c:6]([CH2:9][O:10][c:11]3[c:12]4[cH:13][c:14]([C:20](=[O:21])[NH:27][CH:28]5[CH2:29][CH2:30][C:31]([OH:34])([CH2:35][CH2:36][N:37]6[CH2:38][CH:39]([CH3:44])[CH:40]([OH:43])[CH2:41][CH2:42]6)[CH2:32][CH2:33]5)[nH:15][c:16]4[cH:17][cH:18][cH:19]3)[cH:7][o:8]2)[C:23](=[O:25])[CH2:24]1. Reactants: CC1(C)CO1, ClC(Cl)Cl, [O-][Cl+3]([O-])([O-])[O-], CC(N)c1ccc(F)cc1, [Li+], O. The product is CC(NCC(C)(C)O)c1ccc(F)cc1. Reaction SMILES: [CH3:1][C:2]1([CH3:3])[CH2:4][O:5]1.[CH:23]([Cl:24])([Cl:25])[Cl:26].[Cl+3:16]([O-:17])([O-:18])([O-:19])[O-:20].[F:6][c:7]1[cH:8][cH:9][c:10]([CH:13]([CH3:14])[NH2:15])[cH:11][cH:12]1.[Li+:21].[OH2:22]>>[CH3:1][C:2]([CH3:3])([CH2:4][NH:15][CH:13]([c:10]1[cH:9][cH:8][c:7]([F:6])[cH:12][cH:11]1)[CH3:14])[OH:5]. Starting materials: FC1=CC=C(C=C1)C1=CC(=C(C=2CC3=CC=CC=C3C12)C#N)N1CCCCC1 (4-(4-fluorophenyl)-2-(piperidin-1-yl)-9H-fluorene-1-carbonitrile), [H-].[Na+] (sodium hydride), C1CCOC1 (THF). Reported procedure: A solution of 4-(4-fluorophenyl)-2-(piperidin-1-yl)-9H-fluorene-1-carbonitrile (368 mg) in THF was added sodium hydride (38 mg) and was stirred at 0-5° C. for less than five minutes. After completion, the reaction solvent was evaporated under vacuum and the crude solid obtained was quenched with ice water and subsequently neutralized by dilute HCl. The precipitate thus obtained was filtered and purified on a silica gel column using ethyl acetate-hexane as eluent. Red solid; mp 152-154° C.; ESIMS... Product: FC1=CC=C(C=C1)C1=CC(=C(C=2C(C3=CC=CC=C3C12)=O)C#N)N1CCCCC1 (4-(4-Fluoro-phenyl)-9-oxo-2-piperidin-1-yl-9H-fluorene-1-carbonitrile). Reaction SMILES: [F:1][C:2]1[CH:7]=[CH:6][C:5]([C:8]2[C:20]3[C:19]4[C:14](=[CH:15][CH:16]=[CH:17][CH:18]=4)[CH2:13][C:12]=3[C:11]([C:21]#[N:22])=[C:10]([N:23]3[CH2:28][CH2:27][CH2:26][CH2:25][CH2:24]3)[CH:9]=2)=[CH:4][CH:3]=1.[H-].[Na+].C1C[O:34]CC1>>[F:1][C:2]1[CH:3]=[CH:4][C:5]([C:8]2[C:20]3[C:19]4[C:14](=[CH:15][CH:16]=[CH:17][CH:18]=4)[C:13](=[O:34])[C:12]=3[C:11]([C:21]#[N:22])=[C:10]([N:23]3[CH2:24][CH2:25][CH2:26][CH2:27][CH2:28]3)[CH:9]=2)=[CH:6][CH:7]=1 |f:1.2|. Reaction conditions: temperature 2.5 celsius. Reactants: C1(=CC=CC=C1)COC(=O)N1CC2COC3=C(N2CC1)C=CC(=C3)N3C(O[C@H](C3)CNC(C)=O)=O (8-[5-(S)-[(Acetylamino)methyl]-2-oxo-3-oxazolidinyl]-1, 2, 4a, 5-tetrahydropyrazino[2, 1-c] [1, 4]benzoxazine-3(4 H)-carboxylic acid phenylmethyl ester), O1N=CC=C1C(=O)O (isoxazole-5-carboxylic acid), Cl.C(C)N=C=NCCCN(C)C (1-ethyl-3-(3-dimethylaminopropyl) carbodiimide hydrochloride). Reagents/catalysts: CN(C1=CC=NC=C1)C (4-dimethylaminopyridine), [Pd] (palladium on carbon). Solvent: C(Cl)Cl (methylene chloride), CO (methanol), C(Cl)Cl (methylene chloride). Reaction conditions: time 17 hour. Product: O1N=CC=C1C(=O)N1CC2COC3=C(N2CC1)C=CC(=C3)N3C(O[C@H](C3)CNC(C)=O)=O (N-[[3-[1, 2, 3, 4, 4a, 5-hexahydro-3-(5 isoxazolylcarbonyl)pyrazino[2, 1-c] [1, 4]benzoxazin-8-yl]-2-oxo-5-(S)-oxazolidinyl]methyl]-acetamide). RXN SMILES: C1(CO[C:9]([N:11]2[CH2:20][CH2:19][N:18]3[CH:13]([CH2:14][O:15][C:16]4[CH:24]=[C:23]([N:25]5[CH2:29][C@H:28]([CH2:30][NH:31][C:32](=[O:34])[CH3:33])[O:27][C:26]5=[O:35])[CH:22]=[CH:21][C:17]=43)[CH2:12]2)=[O:10])C=CC=CC=1.[O:36]1[C:40](C(O)=O)=[CH:39][CH:38]=[N:37]1.Cl.C(N=C=NCCCN(C)C)C>CO.C(Cl)Cl.[Pd].CN(C)C1C=CN=CC=1>[O:36]1[C:40]([C:9]([N:11]2[CH2:20][CH2:19][N:18]3[CH:13]([CH2:14][O:15][C:16]4[CH:24]=[C:23]([N:25]5[CH2:29][C@H:28]([CH2:30][NH:31][C:32](=[O:34])[CH3:33])[O:27][C:26]5=[O:35])[CH:22]=[CH:21][C:17]=43)[CH2:12]2)=[O:10])=[CH:39][CH:38]=[N:37]1 |f:2.3|. Procedure details: To a flask containing 8-[5-(S)-[(acetylamino)methyl]-2-oxo-3-oxazolidinyl]-1, 2, 4a, 5-tetrahydropyrazino[2, 1-c] [1, 4]benzoxazine-3(4H)-carboxylic acid phenylmethyl ester (EXAMPLE 1, 150 mg, 0.31 mmol) in methanol (5 mL) and methylene chloride (5 mL) is introduced 10% palladium on carbon (70 mg). The mixture is placed under a hydrogen balloon for 17 hours, filtered through celite, and concentrated in vacuo. The residue is dissolved in pyridine (5 mL) followed by the addition of isoxazole-5-car... Reactants: CO, Cl, [Na+], [OH-], COC(=O)CC1CN(CC(=O)NCCCCNc2ccccn2)CCc2ccccc21. Product: O=C(O)CC1CN(CC(=O)NCCCCNc2ccccn2)CCc2ccccc21. RXN SMILES: [CH3:35][OH:36].[ClH:34].[Na+:33].[OH-:32].[n:1]1[c:2]([NH:7][CH2:8][CH2:9][CH2:10][CH2:11][NH:12][C:13](=[O:14])[CH2:15][N:16]2[CH2:17][CH:18]([CH2:27][C:28](=[O:29])[O:30][CH3:31])[c:19]3[c:20]([cH:23][cH:24][cH:25][cH:26]3)[CH2:21][CH2:22]2)[cH:3][cH:4][cH:5][cH:6]1>>[n:1]1[c:2]([NH:7][CH2:8][CH2:9][CH2:10][CH2:11][NH:12][C:13](=[O:14])[CH2:15][N:16]2[CH2:17][CH:18]([CH2:27][C:28](=[O:29])[OH:30])[c:19]3[c:20]([cH:23][cH:24][cH:25][cH:26]3)[CH2:21][CH2:22]2)[cH:3][cH:4][cH:5][cH:6]1. Reactants: O=C(O)c1ccc(CBr)c2ccccc12, Cl, [K+], [K+], O=C([O-])[O-]. The product is O=C(O)c1ccc(CO)c2ccccc12. As a reaction SMILES: [Br:1][CH2:2][c:3]1[cH:4][cH:5][c:6]([C:13](=[O:14])[OH:15])[c:7]2[cH:8][cH:9][cH:10][cH:11][c:12]12.[ClH:16].[K+:17].[K+:18].[O-:19][C:20]([O-:21])=[O:22]>>[CH2:2]([c:3]1[cH:4][cH:5][c:6]([C:13](=[O:14])[OH:15])[c:7]2[cH:8][cH:9][cH:10][cH:11][c:12]12)[OH:19].